This data is from the Open Reaction Database (ORD), a public repository of structured organic reaction records. The task is: describe an organic reaction: reactants, conditions, products, and yield The reactants are CC=1C=NC=2N(C1C=1C=NC=CC1)N=CC2 (6-methyl-7-(3-pyridyl)pyrazolo[1,5-a]pyrimidine), BrN1C(CCC1=O)=O (N-bromosuccinimide), ice. The solvent is ClCCl (dichloromethane). The product is BrC=1C=NN2C1N=CC(=C2C=2C=NC=CC2)C (3-Bromo-6-methyl-7-(3-pyridyl)pyrazolo[1,5-a]pyrimidine). Reaction SMILES: [CH3:1][C:2]1[CH:3]=[N:4][C:5]2[N:6]([N:14]=[CH:15][CH:16]=2)[C:7]=1[C:8]1[CH:9]=[N:10][CH:11]=[CH:12][CH:13]=1.[Br:17]N1C(=O)CCC1=O>ClCCl>[Br:17][C:16]1[CH:15]=[N:14][N:6]2[C:7]([C:8]3[CH:9]=[N:10][CH:11]=[CH:12][CH:13]=3)=[C:2]([CH3:1])[CH:3]=[N:4][C:5]=12. Procedure details: A mixture of 1.65 g. of 6-methyl-7-(3-pyridyl)pyrazolo[1,5-a]pyrimidine and 1.54 g. of N-bromosuccinimide in 50 ml. of dichloromethane is heated on a steam bath for 15 minutes. The mixture is poured into 100 ml. of ice cold 2.5 N sodium hydroxide. The dichloromethane layer is separated, dried over anhydrous sodium sulfate and passed through a column of hydrous magnesium silicate. The eluent is concentrated and hexane added to give 1.20 g. of the product of the example, m.p. 166°-168° C.